This data is from the Open Reaction Database (ORD), a public repository of structured organic reaction records. The task is: describe an organic reaction: reactants, conditions, products, and yield The reactants are CC(=O)OC1OC(COCc2ccccc2)C(OC(C)=O)C(OCc2ccccc2)C1OCc1ccccc1, Cl. The product is CC(=O)OC1C(COCc2ccccc2)OC(Cl)C(OCc2ccccc2)C1OCc1ccccc1. Reaction SMILES: [C:1]([O:2][CH:5]1[CH:6]([O:7][CH2:8][c:9]2[cH:10][cH:11][cH:12][cH:13][cH:14]2)[CH:15]([O:16][CH2:17][c:18]2[cH:19][cH:20][cH:21][cH:22][cH:23]2)[CH:24]([O:25][C:26]([CH3:27])=[O:28])[CH:29]([CH2:31][O:32][CH2:33][c:34]2[cH:35][cH:36][cH:37][cH:38][cH:39]2)[O:30]1)(=[O:3])[CH3:4].[ClH:40]>>[CH:5]1([Cl:40])[CH:6]([O:7][CH2:8][c:9]2[cH:10][cH:11][cH:12][cH:13][cH:14]2)[CH:15]([O:16][CH2:17][c:18]2[cH:19][cH:20][cH:21][cH:22][cH:23]2)[CH:24]([O:25][C:26]([CH3:27])=[O:28])[CH:29]([CH2:31][O:32][CH2:33][c:34]2[cH:35][cH:36][cH:37][cH:38][cH:39]2)[O:30]1.